This data is from the Open Reaction Database (ORD), a public repository of structured organic reaction records. The task is: describe an organic reaction: reactants, conditions, products, and yield Reactants: C(C)O (ethanol), COC=1C=C(C(=O)OCC)C=CC1OC (ethyl 3,4-dimethoxybenzoate), CC[O-].[Na+] (sodium ethylate), N1(CCNCC1)C(=O)C=1C=C2CCC(NC2=CC1)=O (6-(1-piperazinylcarbonyl)-3,4-dihydrocarbostyril). Solvent: C(Cl)(Cl)Cl (chloroform). Yields the product COC=1C=C(C(=O)N2CCN(CC2)C(=O)C=2C=C3CCC(NC3=CC2)=O)C=CC1OC (6-[4-(3,4-dimethoxybenzoyl)-1-piperazinylcarbonyl]-3,4-dihydrocarbostyril). Yield: 6.5%. RXN SMILES: C(O)C.[CH3:4][O:5][C:6]1[CH:7]=[C:8]([CH:14]=[CH:15][C:16]=1[O:17][CH3:18])[C:9]([O:11]CC)=O.CC[O-].[Na+].[N:23]1([C:29]([C:31]2[CH:32]=[C:33]3[C:38](=[CH:39][CH:40]=2)[NH:37][C:36](=[O:41])[CH2:35][CH2:34]3)=[O:30])[CH2:28][CH2:27][NH:26][CH2:25][CH2:24]1>C(Cl)(Cl)Cl>[CH3:4][O:5][C:6]1[CH:7]=[C:8]([CH:14]=[CH:15][C:16]=1[O:17][CH3:18])[C:9]([N:26]1[CH2:27][CH2:28][N:23]([C:29]([C:31]2[CH:32]=[C:33]3[C:38](=[CH:39][CH:40]=2)[NH:37][C:36](=[O:41])[CH2:35][CH2:34]3)=[O:30])[CH2:24][CH2:25]1)=[O:11] |f:2.3|. Reported procedure: To 100 ml of ethanol was added 1.9 g of ethyl 3,4-dimethoxybenzoate, 0.5 g sodium ethylate and 2.4 g of 6-(1-piperazinylcarbonyl)-3,4-dihydrocarbostyril, the mixture was reacted in an autoclave under 110 atmospheric pressure at 140°-150° C. for 6 hours. After the reaction was completed, the reaction mixture was cooled and concentrated under a reduced pressure. The residue thus obtained was dissolved in 200 ml of chloroform and the chloroform solution was washed with 1%-potassium carbonate aqueou...